Dataset: the Open Reaction Database (ORD), a public repository of structured organic reaction records. Task: describe an organic reaction: reactants, conditions, products, and yield Reactants: O=C([O-])[O-], CN1CCN(C2CCNCC2)CC1, CS(C)=O, ClCCl, COc1cc(F)c(C)cc1[N+](=O)[O-], [K+], [K+], O. Product: COc1cc(N2CCC(N3CCN(C)CC3)CC2)c(C)cc1[N+](=O)[O-]. Reaction SMILES: [C:27](=[O:28])([O-:29])[O-:30].[CH3:14][N:15]1[CH2:16][CH2:17][N:18]([CH:21]2[CH2:22][CH2:23][NH:24][CH2:25][CH2:26]2)[CH2:19][CH2:20]1.[CH3:36][S:37]([CH3:38])=[O:39].[Cl:33][CH2:34][Cl:35].[F:1][c:2]1[c:3]([CH3:13])[cH:4][c:5]([N+:10](=[O:11])[O-:12])[c:6]([O:8][CH3:9])[cH:7]1.[K+:31].[K+:32].[OH2:40]>>[c:2]1([N:24]2[CH2:23][CH2:22][CH:21]([N:18]3[CH2:17][CH2:16][N:15]([CH3:14])[CH2:20][CH2:19]3)[CH2:26][CH2:25]2)[c:3]([CH3:13])[cH:4][c:5]([N+:10](=[O:11])[O-:12])[c:6]([O:8][CH3:9])[cH:7]1. Starting materials: [Li]CCCC, CCOCC(=O)Cl, O=C1NC(Cc2ccccc2)CO1, C1CCOC1, O. Product: CCOCC(=O)N1C(=O)OCC1Cc1ccccc1. As a reaction SMILES: [CH2:14]([Li:15])[CH2:16][CH2:17][CH3:18].[CH2:19]([CH3:20])[O:21][CH2:22][C:23](=[O:24])[Cl:25].[CH2:1]([c:2]1[cH:3][cH:4][cH:5][cH:6][cH:7]1)[CH:8]1[NH:9][C:10](=[O:13])[O:11][CH2:12]1.[O:27]1[CH2:28][CH2:29][CH2:30][CH2:31]1.[OH2:26]>>[CH2:1]([c:2]1[cH:3][cH:4][cH:5][cH:6][cH:7]1)[CH:8]1[N:9]([C:23]([CH2:22][O:21][CH2:19][CH3:20])=[O:24])[C:10](=[O:13])[O:11][CH2:12]1. The reactants are C(C(CO)(CO)N)O (Tris base), [Na+].N[C@@H](CCC(=O)[O-])C(=O)[O-].[Na+] (glutamic acid sodium salt), C(CN(CC(=O)[O-])CC(=O)[O-])N(CC(=O)[O-])CC(=O)[O-] (ethylenediaminetetraacetate). Solvent: O (water). The product is C(CN(CC(=O)O)CC(=O)O)N(CC(=O)O)CC(=O)O (EDTA). Reaction SMILES: C(O)C(N)(CO)CO.[Na+].N[C@H](C([O-])=O)CCC([O-])=O.[Na+].[CH2:21]([N:32]([CH2:37][C:38]([O-:40])=[O:39])[CH2:33][C:34]([O-:36])=[O:35])[CH2:22][N:23]([CH2:28][C:29]([O-:31])=[O:30])[CH2:24][C:25]([O-:27])=[O:26]>O>[CH2:22]([N:23]([CH2:28][C:29]([OH:31])=[O:30])[CH2:24][C:25]([OH:27])=[O:26])[CH2:21][N:32]([CH2:37][C:38]([OH:40])=[O:39])[CH2:33][C:34]([OH:36])=[O:35] |f:1.2.3|. Procedure: Dissolve 24.23 gm of Tris base, 8.47 gm of glutamic acid sodium salt, and 1.86 gm of ethylenediaminetetraacetate (EDTA) in 1 liter of deionized water. Adjust pH to 9.0. Reaction SMILES: [CH2:1]([NH:8][C:9]([CH:24]([CH3:33])[CH2:25][S:26][C:27]1[CH:32]=[CH:31][CH:30]=[CH:29][CH:28]=1)=[CH:10][C:11]([O:13][CH2:14][C:15]1[CH:20]=[CH:19][C:18]([N+:21]([O-:23])=[O:22])=[CH:17][CH:16]=1)=[O:12])[C:2]1[CH:7]=[CH:6][CH:5]=[CH:4][CH:3]=1.[CH2:34]=[C:35]=[O:36]>C1(C)C=CC=CC=1>[C:35]([C:10](=[C:9]([NH:8][CH2:1][C:2]1[CH:7]=[CH:6][CH:5]=[CH:4][CH:3]=1)[CH:24]([CH3:33])[CH2:25][S:26][C:27]1[CH:28]=[CH:29][CH:30]=[CH:31][CH:32]=1)[C:11]([O:13][CH2:14][C:15]1[CH:16]=[CH:17][C:18]([N+:21]([O-:23])=[O:22])=[CH:19][CH:20]=1)=[O:12])(=[O:36])[CH3:34]. Product: C(C)(=O)C(C(=O)OCC1=CC=C(C=C1)[N+](=O)[O-])=C(C(CSC1=CC=CC=C1)C)NCC1=CC=CC=C1 (p-nitrobenzyl 2-acetyl-3-benzylamino-4-methyl-5-phenylthio-2-pentenoate). Run in C1(=CC=CC=C1)C (toluene). Procedure: p-Nitrobenzyl 3-benzylamino-4-methyl-5-phenylthio-2-pentenoate (505 mg; 1 mmole) was dissolved in toluene (5 ml), and gaseous ketene was introduced therein at room temperature. After completion of the reaction, the solvent was removed under reduced pressure, and the residue was purified by silica gel column chromatography to give p-nitrobenzyl 2-acetyl-3-benzylamino-4-methyl-5-phenylthio-2-pentenoate. The reactants are C(C1=CC=CC=C1)NC(=CC(=O)OCC1=CC=C(C=C1)[N+](=O)[O-])C(CSC1=CC=CC=C1)C (p-Nitrobenzyl 3-benzylamino-4-methyl-5-phenylthio-2-pentenoate), C=C=O (ketene).